Dataset: the Open Reaction Database (ORD), a public repository of structured organic reaction records. Task: describe an organic reaction: reactants, conditions, products, and yield Starting materials: C(CC1=CC=CC=C1)N (phenethylamine), O1C(=CC=C1)C(=O)Cl (2-furanoyl chloride), polyphosphoric acid. The product is O1C(=CC=C1)C1=NCCC2=CC=CC=C12 (1-(Furan-2-yl)-3,4-dihydroisoquinoline). As a reaction SMILES: [CH2:1]([NH2:9])[CH2:2][C:3]1[CH:8]=[CH:7][CH:6]=[CH:5][CH:4]=1.[O:10]1[CH:14]=[CH:13][CH:12]=[C:11]1[C:15](Cl)=O>>[O:10]1[CH:14]=[CH:13][CH:12]=[C:11]1[C:15]1[C:8]2[C:3](=[CH:4][CH:5]=[CH:6][CH:7]=2)[CH2:2][CH2:1][N:9]=1. Reported procedure: 1-(Furan-2-yl)-3,4-dihydroisoquinoline was prepared by reacting phenethylamine with 2-furanoyl chloride followed by reflux with polyphosphoric acid.